describe an organic reaction: reactants, conditions, products, and yield From a dataset of the Open Reaction Database (ORD), a public repository of structured organic reaction records. Procedure details: An ethyl ether solution of 13.8 g (0.05 moles) of 2,3-dihydro-2,3,5-trimethyl-6-(2-methyl-2-bromo-1-oxoethyl)-4H-pyran-4-one was dripped to ethylmagnesium bromide prepared from 1.5 g of magnesium and 6.6 g of ethyl bromide in 200 ml of ethyl ether. After the ether solution was agitated at room temperature for 1 hour, 1.2 g (0.05 moles) of magnesium were added and the mixture was agitated for 3 more hours. The reaction mixture was poured into 100 ml of dilute hydrochloric acid to concentrate the ... The reactants are [Mg] (magnesium), C(C)Br (ethyl bromide), C(C)OCC (ethyl ether), CC1OC(=C(C(C1C)=O)C)C(C(Br)C)=O (2,3-dihydro-2,3,5-trimethyl-6-(2-methyl-2-bromo-1-oxoethyl)-4H-pyran-4-one), [Mg] (magnesium), CCOCC (ether), C(C)[Mg]Br (ethylmagnesium bromide), C(C)OCC (ethyl ether), Cl (hydrochloric acid). As a reaction SMILES: [CH3:1][CH:2]1[CH:7]([CH3:8])[C:6](=[O:9])[C:5]([CH3:10])=[C:4](C(=O)C(C)Br)[O:3]1.[CH2:16]([Mg]Br)[CH3:17].[Mg].[CH2:21](Br)[CH3:22].Cl.[CH2:25](OCC)C>>[CH3:1][CH:2]1[CH:7]([CH3:8])[C:6](=[O:9])[C:5]([CH3:10])=[C:4]([C:16]([CH3:17])=[CH:25][CH2:21][CH3:22])[O:3]1. Yields the product CC1OC(=C(C(C1C)=O)C)C(=CCC)C (2,3-dihydro-2,3,5-trimethyl-6-(1-methyl-1-butenyl)-4H-pyran-4-one). Yield: 79.0%.